This data is from the Open Reaction Database (ORD), a public repository of structured organic reaction records. The task is: describe an organic reaction: reactants, conditions, products, and yield Starting materials: COC1=CC=C2C=CC=C(C2=C1)CCCNC(C)=O (N-[3-(7-methoxy-1-naphthyl)propyl]acetamide), C(C)(=O)Cl (acetyl chloride). Product: COC1=CC=C2C=C(C=C(C2=C1)CCCNC(C)=O)C(C)=O (N-[3-(7-METHOXY-3-ACETYL-1-NAPHTHYL)PROPYL]ACETAMIDE). Reaction SMILES: [CH3:1][O:2][C:3]1[CH:12]=[C:11]2[C:6]([CH:7]=[CH:8][CH:9]=[C:10]2[CH2:13][CH2:14][CH2:15][NH:16][C:17](=[O:19])[CH3:18])=[CH:5][CH:4]=1.[C:20](Cl)(=[O:22])[CH3:21]>>[CH3:1][O:2][C:3]1[CH:12]=[C:11]2[C:6]([CH:7]=[C:8]([C:20](=[O:22])[CH3:21])[CH:9]=[C:10]2[CH2:13][CH2:14][CH2:15][NH:16][C:17](=[O:19])[CH3:18])=[CH:5][CH:4]=1. Procedure: By reacting N-[3-(7-methoxy-1-naphthyl)propyl]acetamide obtained in Example 1 with acetyl chloride, the compound of the title is obtained. Product: COC(=O)CCc1ccc(NC(=O)c2sc(-c3ccc(C(F)(F)F)cc3)nc2C(C)C)cc1C. As a reaction SMILES: [CH3:22][O:23][C:24]([CH2:25][CH2:26][c:27]1[c:28]([CH3:34])[cH:29][c:30]([NH2:33])[cH:31][cH:32]1)=[O:35].[CH3:36][CH2:37][N:38]=[C:39]=[N:40][CH2:41][CH2:42][CH2:43][N:44]([CH3:45])[CH3:46].[CH3:47][N:48]([c:49]1[cH:50][cH:51][n:52][cH:53][cH:54]1)[CH3:55].[CH:1]([CH3:2])([CH3:3])[c:4]1[n:5][c:6](-[c:12]2[cH:13][cH:14][c:15]([C:18]([F:19])([F:20])[F:21])[cH:16][cH:17]2)[s:7][c:8]1[C:9](=[O:10])[OH:11].[Cl:56][CH2:57][Cl:58]>>[CH:1]([CH3:2])([CH3:3])[c:4]1[n:5][c:6](-[c:12]2[cH:13][cH:14][c:15]([C:18]([F:19])([F:20])[F:21])[cH:16][cH:17]2)[s:7][c:8]1[C:9](=[O:10])[NH:33][c:30]1[cH:29][c:28]([CH3:34])[c:27]([CH2:26][CH2:25][C:24]([O:23][CH3:22])=[O:35])[cH:32][cH:31]1. Reactants: COC(=O)CCc1ccc(N)cc1C, CCN=C=NCCCN(C)C, CN(C)c1ccncc1, CC(C)c1nc(-c2ccc(C(F)(F)F)cc2)sc1C(=O)O, ClCCl.